From a dataset of the Open Reaction Database (ORD), a public repository of structured organic reaction records. describe an organic reaction: reactants, conditions, products, and yield Solvent: C1CCOC1 (THF). Reactants: ethyl acetate hexanes, S1C2=C(C=C1)C=CC=C2 (benzo[b]thiophene), [Li]C(C)(C)C (t-BuLi), COC=1C=C(C=O)C=C(C1OC)OC (3,4,5-trimethoxybenzaldehyde), yellow-white solid. RXN SMILES: [S:1]1[CH:5]=[CH:4][C:3]2[CH:6]=[CH:7][CH:8]=[CH:9][C:2]1=2.[Li]C(C)(C)C.[CH3:15][O:16][C:17]1[CH:18]=[C:19]([CH:22]=[C:23]([O:27][CH3:28])[C:24]=1[O:25][CH3:26])[CH:20]=[O:21]>C1COCC1>[S:1]1[C:5]([CH:20]([OH:21])[C:19]2[CH:18]=[C:17]([O:16][CH3:15])[C:24]([O:25][CH3:26])=[C:23]([O:27][CH3:28])[CH:22]=2)=[CH:4][C:3]2[CH:6]=[CH:7][CH:8]=[CH:9][C:2]1=2. Yields the product S1C2=C(C=C1C(C1=CC(=C(C(=C1)OC)OC)OC)O)C=CC=C2 (α-(2-benzo[b]thienyl)-3,4,5-trimethoxybenzyl alcohol). Procedure: α-(2-benzo[b]thienyl)-3,4,5-trimethoxybenzyl alcohol was prepared in the same manner as described in Example 40A. Reaction of benzo[b]thiophene (7.5 mmoles, 1.0 g), t-BuLi (1.7m, 9.7 mmoles, 5.7 mls) and 3,4,5-trimethoxybenzaldehyde (8.9 mmoles, 1.8 g) in THF (20 ml) yielded, after flash chromatography using 50% ethyl acetate/hexanes, 2.4 g (97%) of a yellow-white solid. Reactants: C(CCCCCCCCC)OC1=C(C=C(C=C1)C#C)F (4-decyloxy-3-fluorophenylacetylene), cupric acetate, S(O)(O)(=O)=O (sulfuric acid). Solvent: N1=CC=CC=C1.CO (pyridine MeOH). Product: C1=CC=C(C=C1)C#CC#CC2=CC=CC=C2 (diphenyldiacetylene). Isolated yield 225.9%. As a reaction SMILES: C(O[C:12]1[CH:17]=[CH:16][C:15]([C:18]#[CH:19])=[CH:14][C:13]=1F)CCCCCCCCC.S(=O)(=O)(O)O>N1C=CC=CC=1.CO>[CH:12]1[CH:13]=[CH:14][C:15]([C:18]#[C:19][C:19]#[C:18][C:15]2[CH:14]=[CH:13][CH:12]=[CH:17][CH:16]=2)=[CH:16][CH:17]=1 |f:2.3|. Procedure details: To a 50 ml round bottom flask equipped with a magnetic stirrer and reflux condenser was added 300 mg 4-decyloxy-3-fluorophenylacetylene and 43 mg cupric acetate in 40 ml 1:1 pyridine/MeOH. The reaction mixture was refluxed for 2 hrs, allowed to cool to room temperature and then added dropwise into a stirred 9 M aqueous sulfuric acid solution at ice bath temperature. The resulting cream-like suspension was extracted with ethyl ether and sequentially washed with water (3x) and brine and dried with... Reactants: OC=1C=C2C(=NC=NC2=CC1OC)NCC1=CC=C(C=C1)OC (6-Hydroxy-4-(4-methoxybenzylamino)-7-methoxyquinazoline), COCCOCCO (2-(2-methoxyethoxy)ethanol), [ 1 ]. RXN SMILES: [OH:1][C:2]1[CH:3]=[C:4]2[C:9](=[CH:10][C:11]=1[O:12][CH3:13])[N:8]=[CH:7][N:6]=[C:5]2[NH:14][CH2:15][C:16]1[CH:21]=[CH:20][C:19]([O:22][CH3:23])=[CH:18][CH:17]=1.[CH3:24][O:25][CH2:26][CH2:27][O:28][CH2:29][CH2:30]O>>[CH3:23][O:22][C:19]1[CH:20]=[CH:21][C:16]([CH2:15][NH:14][C:5]2[C:4]3[C:9](=[CH:10][C:11]([O:12][CH3:13])=[C:2]([O:1][CH2:30][CH2:29][O:28][CH2:27][CH2:26][O:25][CH3:24])[CH:3]=3)[N:8]=[CH:7][N:6]=2)=[CH:17][CH:18]=1. Procedure: 6-Hydroxy-4-(4-methoxybenzylamino)-7-methoxyquinazoline was reacted with 2-(2-methoxyethoxy)ethanol using an analogous procedure to that described in the second last paragraph of Note [1] immediately above that is concerned with the preparation of starting materials. There was thus obtained (4-(4-methoxybenzylamino)-7-methoxy-6-[2-(2-methoxyethoxy)ethoxy]quinazoline; NMR Spectrum: (CDCl3) 3.51 (m, 2H), 3.68 (m, 2H), 3.82 (s, 3H), 3.88 (m, 2H), 3.96 (s, 3H), 4.26 (m, 2H), 4.76 (d, 2H), 5.87 (t, 1... The product is COC1=CC=C(CNC2=NC=NC3=CC(=C(C=C23)OCCOCCOC)OC)C=C1 (4-(4-methoxybenzylamino)-7-methoxy-6-[2-(2-methoxyethoxy)ethoxy]quinazoline). Reactants: OC(=S)c1ccccc1, O=C(O)C(Cl)CCc1ccc(-c2ccccc2Cl)cc1, [K+], [OH-]. Yields the product O=C(SC(CCc1ccc(-c2ccccc2Cl)cc1)C(=O)O)c1ccccc1. RXN SMILES: [C:3]([c:4]1[cH:5][cH:6][cH:7][cH:8][cH:9]1)(=[S:10])[OH:11].[Cl:12][CH:13]([C:14](=[O:15])[OH:16])[CH2:17][CH2:18][c:19]1[cH:20][cH:21][c:22](-[c:25]2[c:26]([Cl:31])[cH:27][cH:28][cH:29][cH:30]2)[cH:23][cH:24]1.[K+:2].[OH-:1]>>[C:3]([c:4]1[cH:5][cH:6][cH:7][cH:8][cH:9]1)([S:10][CH:13]([C:14](=[O:15])[OH:16])[CH2:17][CH2:18][c:19]1[cH:20][cH:21][c:22](-[c:25]2[c:26]([Cl:31])[cH:27][cH:28][cH:29][cH:30]2)[cH:23][cH:24]1)=[O:11]. Yields the product CC1(OCC(CO1)(C1=CC2=CC=C(C(=C2C=C1)C(F)(F)F)OC1CCC(CC1)C(F)(F)F)NC(OC(C)(C)C)=O)C (tert-butyl 2,2-dimethyl-5-(5-(trifluoromethyl)-6-(4-(trifluoromethyl)cyclohexyloxy)naphthalen-2-yl)-1,3-dioxan-5-ylcarbamate). Starting materials: N(=NC(=O)OC(C)C)C(=O)OC(C)C (diisopropyl azodicarboxylate), C(C)(C)(C)OC(NC1(COC(OC1)(C)C)C1=CC2=CC=C(C(=C2C=C1)C(F)(F)F)O)=O ([5-(6-Hydroxy-5-trifluoromethyl-naphthalen-2-yl)-2,2-dimethyl-1,3-dioxinan-5-yl]-carbamic acid tert-butyl ester), C1(=CC=CC=C1)C (toluene), FC(C1CCC(CC1)O)(F)F (4-Trifluoromethyl-cyclohexanol), C1(=CC=CC=C1)P(C1=CC=CC=C1)C1=CC=CC=C1 (triphenylphosphine), CC(C)OC(=O)/N=N/C(=O)OC(C)C (DIAD). Solvent: C(Cl)Cl (methylene chloride). Isolated yield 64.1%. Reported procedure: [5-(6-Hydroxy-5-trifluoromethyl-naphthalen-2-yl)-2,2-dimethyl-1,3-dioxinan-5-yl]-carbamic acid tert-butyl ester (1 g, 0.003 mol), 4-Trifluoromethyl-cyclohexanol (0.50 g, 0.0029 mol), and triphenylphosphine (0.84 g, 0.0032 mol) were combined in dry toluene (15 mL, 0.14 mol) and stirred under nitrogen. The solution cooled to 0° C. on an ice bath and diisopropyl azodicarboxylate (0.65 g, 0.0032 mol) was added slowly (dropwise) over 30 min. Once all DIAD was added the mixture was stirred on an iceba... RXN SMILES: [C:1]([O:5][C:6](=[O:31])[NH:7][C:8]1([C:16]2[CH:25]=[CH:24][C:23]3[C:18](=[CH:19][CH:20]=[C:21]([OH:30])[C:22]=3[C:26]([F:29])([F:28])[F:27])[CH:17]=2)[CH2:13][O:12][C:11]([CH3:15])([CH3:14])[O:10][CH2:9]1)([CH3:4])([CH3:3])[CH3:2].[F:32][C:33]([F:42])([F:41])[CH:34]1[CH2:39][CH2:38][CH:37](O)[CH2:36][CH2:35]1.C1(P(C2C=CC=CC=2)C2C=CC=CC=2)C=CC=CC=1.C1(C)C=CC=CC=1.N(C(OC(C)C)=O)=NC(OC(C)C)=O.CC(OC(/N=N/C(OC(C)C)=O)=O)C>C(Cl)Cl>[CH3:14][C:11]1([CH3:15])[O:12][CH2:13][C:8]([NH:7][C:6](=[O:31])[O:5][C:1]([CH3:2])([CH3:3])[CH3:4])([C:16]2[CH:25]=[CH:24][C:23]3[C:18](=[CH:19][CH:20]=[C:21]([O:30][CH:37]4[CH2:38][CH2:39][CH:34]([C:33]([F:42])([F:41])[F:32])[CH2:35][CH2:36]4)[C:22]=3[C:26]([F:27])([F:28])[F:29])[CH:17]=2)[CH2:9][O:10]1. Reaction conditions: temperature 0 celsius.